This data is from the Open Reaction Database (ORD), a public repository of structured organic reaction records. The task is: describe an organic reaction: reactants, conditions, products, and yield Starting materials: C1(=CC=C(C=C1)S(=O)(=O)O)C (p-toluenesulfonic acid), N1=CC=C(C=C1)C1N(CCNC1)C=1N=CC2=C(N1)N(C(C2)=O)C (2-(4-pyridyl-piperazino)-5,6-dihydro-7-methyl-6-oxo(7H) pyrrolo[2,3-d]-pyrimidine). The solvent is C(Cl)(Cl)Cl.CO (chloroform methanol), C(Cl)(Cl)Cl.CO (chloroform methanol). Conditions: time 1 hour. The product is C1(=CC=C(C=C1)S(=O)(=O)O)C.N1=CC=C(C=C1)C1N(CCNC1)C=1N=CC2=C(N1)N(C(C2)=O)C (2-(4-Pyridylpiperazino)-5,6-dihydro-7-methyl-6-oxo(7H) pyrrolo[2,3-d]pyrimidine p-toluenesulfonate). Isolated yield 86.3%. Reaction SMILES: [C:1]1([CH3:11])[CH:6]=[CH:5][C:4]([S:7]([OH:10])(=[O:9])=[O:8])=[CH:3][CH:2]=1.[N:12]1[CH:17]=[CH:16][C:15]([CH:18]2[CH2:23][NH:22][CH2:21][CH2:20][N:19]2[C:24]2[N:25]=[CH:26][C:27]3[CH2:32][C:31](=[O:33])[N:30]([CH3:34])[C:28]=3[N:29]=2)=[CH:14][CH:13]=1>C(Cl)(Cl)Cl.CO>[C:1]1([CH3:11])[CH:2]=[CH:3][C:4]([S:7]([OH:10])(=[O:8])=[O:9])=[CH:5][CH:6]=1.[N:12]1[CH:13]=[CH:14][C:15]([CH:18]2[CH2:23][NH:22][CH2:21][CH2:20][N:19]2[C:24]2[N:25]=[CH:26][C:27]3[CH2:32][C:31](=[O:33])[N:30]([CH3:34])[C:28]=3[N:29]=2)=[CH:16][CH:17]=1 |f:2.3,4.5|. Procedure: A solution of p-toluenesulfonic acid (0.1 g; 0.6 mmole) in 5 ml of chloroform-methanol was dissolved in a solution of 0.18 g (0.6 mmole) of 2-(4-pyridyl-piperazino)-5,6-dihydro-7-methyl-6-oxo(7H) pyrrolo[2,3-d]-pyrimidine in 30 ml of chloroform-methanol, and the mixed solution was stirred at room temperature for 1 hour. The solvent was evaporated under reduced pressure. The precipitated crystals were washed with hexane to give 0.25 g (yield 90%) of the desired compound. The reactants are O=C(O)c1cc(F)cc(Br)c1, CCOCC, [Li]C. Product: CC(=O)c1cc(F)cc(Br)c1. Reaction SMILES: [Br:3][c:4]1[cH:5][c:6]([C:7](=[O:8])[OH:9])[cH:10][c:11]([F:13])[cH:12]1.[CH3:14][CH2:15][O:16][CH2:17][CH3:18].[Li:1][CH3:2]>>[CH3:2][C:7]([c:6]1[cH:5][c:4]([Br:3])[cH:12][c:11]([F:13])[cH:10]1)=[O:9]. The reactants are COC(=O)Cc1ccc(F)c(C#N)c1, O=C([O-])[O-], CS(C)=O, CCOC(C)=O, [K+], [K+], CC(C)(C)OC(=O)c1ccc2[nH]ccc2c1. The product is COC(=O)Cc1ccc(-n2ccc3cc(C(=O)OC(C)(C)C)ccc32)c(C#N)c1. Reaction SMILES: [C:17](#[N:18])[c:19]1[cH:20][c:21]([CH2:26][C:27](=[O:28])[O:29][CH3:30])[cH:22][cH:23][c:24]1[F:25].[C:31](=[O:32])([O-:33])[O-:34].[CH3:37][S:38]([CH3:39])=[O:40].[CH3:41][CH2:42][O:43][C:44](=[O:45])[CH3:46].[K+:35].[K+:36].[nH:1]1[cH:2][cH:3][c:4]2[cH:5][c:6]([C:10](=[O:11])[O:12][C:13]([CH3:14])([CH3:15])[CH3:16])[cH:7][cH:8][c:9]12>>[n:1]1(-[c:24]2[c:19]([C:17]#[N:18])[cH:20][c:21]([CH2:26][C:27](=[O:28])[O:29][CH3:30])[cH:22][cH:23]2)[cH:2][cH:3][c:4]2[cH:5][c:6]([C:10](=[O:11])[O:12][C:13]([CH3:14])([CH3:15])[CH3:16])[cH:7][cH:8][c:9]12. Starting materials: NS(=O)(=O)c1ccc2c(c1)nc(-c1ccc(OCc3ccccc3)cc1)n2C1CCCCC1, C[Si](C)(C)[N-][Si](C)(C)C, COC(=O)CC(=O)Cl, ClCCl, [Li+]. Product: COC(=O)CC(=O)NS(=O)(=O)c1ccc2c(c1)nc(-c1ccc(OCc3ccccc3)cc1)n2C1CCCCC1. RXN SMILES: [CH2:1]([c:2]1[cH:3][cH:4][cH:5][cH:6][cH:7]1)[O:8][c:9]1[cH:10][cH:11][c:12](-[c:15]2[n:16][c:17]3[c:18]([n:19]2[CH:20]2[CH2:21][CH2:22][CH2:23][CH2:24][CH2:25]2)[cH:26][cH:27][c:28]([S:30](=[O:31])(=[O:32])[NH2:33])[cH:29]3)[cH:13][cH:14]1.[CH3:34][Si:35]([N-:36][Si:37]([CH3:38])([CH3:39])[CH3:40])([CH3:41])[CH3:42].[CH3:44][O:45][C:46]([CH2:47][C:48](=[O:49])[Cl:50])=[O:51].[Cl:52][CH2:53][Cl:54].[Li+:43]>>[CH2:1]([c:2]1[cH:3][cH:4][cH:5][cH:6][cH:7]1)[O:8][c:9]1[cH:10][cH:11][c:12](-[c:15]2[n:16][c:17]3[c:18]([n:19]2[CH:20]2[CH2:21][CH2:22][CH2:23][CH2:24][CH2:25]2)[cH:26][cH:27][c:28]([S:30](=[O:31])(=[O:32])[NH:33][C:48]([CH2:47][C:46]([O:45][CH3:44])=[O:51])=[O:49])[cH:29]3)[cH:13][cH:14]1. The reactants are BrC1=CC=2C3=C(C=NC2C=C1)N(C(N3C=3C(=NN(C3)C)C)=O)C (8-bromo-1-(1,3-dimethyl-1H-pyrazol-4-yl)-3-methyl-1,3-dihydro-imidazo[4,5-c]quinolin-2-one), BrC1=CC=2C3=C(C=NC2C=C1)N(C(N3C=3C(=NN(C3)C)C)=O)C (8-bromo-1-(1,3-dimethyl-1H-pyrazol-4-yl)-3-methyl-1,3-dihydro-imidazo[4,5-c]quinolin-2-one), OC=1C=C(C=CC1)B(O)O (3-hydroxyphenylboronic acid). Product: CN1N=C(C(=C1)N1C(N(C=2C=NC=3C=CC(=CC3C21)C2=CC(=CC=C2)O)C)=O)C (1-(1,3-Dimethyl-1H-pyrazol-4-yl)-8-(3-hydroxy-phenyl)-3-methyl-1,3-dihydro-imidazo[4,5-c]quinolin-2-one). Reaction SMILES: Br[C:2]1[CH:11]=[CH:10][C:9]2[N:8]=[CH:7][C:6]3[N:12]([CH3:23])[C:13](=[O:22])[N:14]([C:15]4[C:16]([CH3:21])=[N:17][N:18]([CH3:20])[CH:19]=4)[C:5]=3[C:4]=2[CH:3]=1.[OH:24][C:25]1[CH:26]=[C:27](B(O)O)[CH:28]=[CH:29][CH:30]=1>>[CH3:20][N:18]1[CH:19]=[C:15]([N:14]2[C:5]3[C:4]4[CH:3]=[C:2]([C:29]5[CH:28]=[CH:27][CH:26]=[C:25]([OH:24])[CH:30]=5)[CH:11]=[CH:10][C:9]=4[N:8]=[CH:7][C:6]=3[N:12]([CH3:23])[C:13]2=[O:22])[C:16]([CH3:21])=[N:17]1. Procedure: The title compound was synthesized in a similar manner as described for Example 1.1 using 8-bromo-1-(1,3-dimethyl-1H-pyrazol-4-yl)-3-methyl-1,3-dihydro-imidazo[4,5-c]quinolin-2-one (Intermediate A, 39 mg, 0.105 mmol) and 3-hydroxyphenylboronic acid (Aldrich, Buchs, Switzerland, 17 mg, 0.123 mmol) to give the title compound as a white solid. (HPLC: tR 2.46 min (Method A); M+H=386 MS-ES; 1H-NMR (d6-DMSO, 400 MHz) 9.58 (s, 1H), 8.95 (s, 1H), 8.20-8.11 (m, 1H), 8.10-8.01 (m, 1H), 7.88-7.77 (m, 1H), ... Starting materials: C1CNCCN1, CS(=O)(=O)OCCc1ccc2nonc2c1, CN(C)C=O. Product: c1cc2nonc2cc1CCN1CCNCC1. As a reaction SMILES: [CH2:17]1[CH2:18][NH:19][CH2:20][CH2:21][NH:22]1.[CH3:1][S:2]([O:3][CH2:6][CH2:7][c:8]1[cH:9][cH:10][c:11]2[c:12]([n:13][o:14][n:15]2)[cH:16]1)(=[O:4])=[O:5].[O:23]=[CH:24][N:25]([CH3:26])[CH3:27]>>[CH2:6]([CH2:7][c:8]1[cH:9][cH:10][c:11]2[c:12]([n:13][o:14][n:15]2)[cH:16]1)[N:19]1[CH2:18][CH2:17][NH:22][CH2:21][CH2:20]1.